Dataset: the Open Reaction Database (ORD), a public repository of structured organic reaction records. Task: describe an organic reaction: reactants, conditions, products, and yield Starting materials: C(C1=CC=CC=C1)(C1=CC=CC=C1)(C1=CC=CC=C1)N1CC=2C(CC1)SC(C2)=O (5-trityl-5,6,7,7a-tetrahydro-4H-thieno [3,2-c]pyridin-2-one), O.C1(=CC=C(C=C1)S(=O)(=O)O)C (p-toluenesulfonic acid monohydrate). RXN SMILES: C([N:20]1[CH2:25][CH2:24][CH:23]2[S:26][C:27](=[O:29])[CH:28]=[C:22]2[CH2:21]1)(C1C=CC=CC=1)(C1C=CC=CC=1)C1C=CC=CC=1.O.C1(C)C=CC(S(O)(=O)=O)=CC=1>O1CCCC1>[S:26]1[CH:23]2[C:22]([CH2:21][NH:20][CH2:25][CH2:24]2)=[CH:28][C:27]1=[O:29] |f:1.2|. The product is S1C(C=C2CNCCC21)=O (5,6,7,7a-tetrahydro-4H-thieno[3,2-c]-pyridin-2one). Run in O1CCCC1 (tetrahydrofuran). Run at temperature 50 celsius, time 2 hour. Yield: 204.9%. Reported procedure: A mixture of 2.85 g of 5-trityl-5,6,7,7a-tetrahydro-4H-thieno [3,2-c]pyridin-2-one (see Japanese Provisional Patent Publication No. 246148/1986), 1.36 g of p-toluenesulfonic acid monohydrate and 50 ml of tetrahydrofuran was stirred at 50° C. for 2 hours. The precipitated solid was filtered, washed with 10 ml of tetrahydrofuran and then dried to obtain 2.28 g of 5,6,7,7a-tetrahydro-4H-thieno[3,2-c]-pyridin-2one.p-toluenesulfonate (yield based on 5-trityl-5,6,7,7a-tetrahydro-4H-thieno[3,2-c]pyridi... The reactants are NCc1ccccc1, CC#N, Cl, [Na], N#CC=CO. Product: N#CC=CNCc1ccccc1. RXN SMILES: [CH2:8]([c:9]1[cH:10][cH:11][cH:12][cH:13][cH:14]1)[NH2:15].[CH3:16][C:17]#[N:18].[ClH:7].[Na:6].[OH:1][CH:2]=[CH:3][C:4]#[N:5]>>[CH:2](=[CH:3][C:4]#[N:5])[NH:15][CH2:8][c:9]1[cH:10][cH:11][cH:12][cH:13][cH:14]1.